Dataset: the Open Reaction Database (ORD), a public repository of structured organic reaction records. Task: describe an organic reaction: reactants, conditions, products, and yield Reactants: C1(C(CCCCCC1)=O)=O (cyclooctane-1,2-dione), COP(OC)(=O)CC(=O)C=1C=NN(C1C(F)(F)F)C1=CC=C(C=C1)F ({2-[1-(4-Fluoro-phenyl)-5-trifluoromethyl-1H-pyrazol-4-yl]-2-oxo-ethyl}-phosphonic acid dimethyl ester), O.NN (hydrazine monohydrate). The product is FC1=CC=C(C=C1)N1N=CC(=C1C(F)(F)F)C1=CC2=C(N=N1)CCCCCC2 (3-[1-(4-Fluoro-phenyl)-5-trifluoromethyl-1H-pyrazol-4-yl]-5,6,7,8,9,10-hexahydro-cycloocta[c]pyridazine). As a reaction SMILES: [C:1]1(=O)[CH2:8][CH2:7][CH2:6][CH2:5][CH2:4][CH2:3][C:2]1=O.COP([CH2:17][C:18]([C:20]1[CH:21]=[N:22][N:23]([C:29]2[CH:34]=[CH:33][C:32]([F:35])=[CH:31][CH:30]=2)[C:24]=1[C:25]([F:28])([F:27])[F:26])=O)(=O)OC.O.[NH2:37][NH2:38]>>[F:35][C:32]1[CH:33]=[CH:34][C:29]([N:23]2[C:24]([C:25]([F:28])([F:27])[F:26])=[C:20]([C:18]3[N:38]=[N:37][C:2]4[CH2:3][CH2:4][CH2:5][CH2:6][CH2:7][CH2:8][C:1]=4[CH:17]=3)[CH:21]=[N:22]2)=[CH:30][CH:31]=1 |f:2.3|. Procedure: off-white solid. MS (EI): 390.1 (M+). Prepared from cyclooctane-1,2-dione, {2-[1-(4-Fluoro-phenyl)-5-trifluoromethyl-1H-pyrazol-4-yl]-2-oxo-ethyl}-phosphonic acid dimethyl ester, hydrazine monohydrate. RXN SMILES: [CH3:27][N:28]([CH3:29])[c:30]1[cH:31][cH:32][n:33][cH:34][cH:35]1.[Cl:1][c:2]1[cH:3][cH:4][n:5][c:6]2[cH:7][c:8]([O:14][CH3:15])[c:9]([O:12][CH3:13])[cH:10][c:11]12.[Cl:36][c:37]1[cH:38][cH:39][cH:40][cH:41][c:42]1[Cl:43].[OH:16][c:17]1[c:18]([CH:19]=[O:20])[cH:21][c:22]([O:25][CH3:26])[cH:23][cH:24]1>>[c:2]1([O:16][c:17]2[c:18]([CH:19]=[O:20])[cH:21][c:22]([O:25][CH3:26])[cH:23][cH:24]2)[cH:3][cH:4][n:5][c:6]2[cH:7][c:8]([O:14][CH3:15])[c:9]([O:12][CH3:13])[cH:10][c:11]12. Product: COc1ccc(Oc2ccnc3cc(OC)c(OC)cc23)c(C=O)c1. Starting materials: CN(C)c1ccncc1, COc1cc2nccc(Cl)c2cc1OC, Clc1ccccc1Cl, COc1ccc(O)c(C=O)c1. Yields the product CC=1C(=CC=2C(CCC(C2C1)(C)C)(C)C)C=1C=C(C=O)C=CC1OC (3-(3,5,5,8,8-pentamethyl-5,6,7,8-tetrahydronaphthalen-2-yl)-4-methoxy-benzaldehyde). Run in COCCOC (1,2-dimethoxyethane), O (water), C(C)(=O)OCC (ethyl acetate). RXN SMILES: Br[C:2]1[CH:3]=[C:4]([CH:7]=[CH:8][C:9]=1[O:10][CH3:11])[CH:5]=[O:6].[CH3:12][C:13]1[C:14](B(O)O)=[CH:15][C:16]2[C:17]([CH3:26])([CH3:25])[CH2:18][CH2:19][C:20]([CH3:24])([CH3:23])[C:21]=2[CH:22]=1.C(=O)([O-])[O-].[K+].[K+]>COCCOC.O.C(OCC)(=O)C.C1C=CC([P]([Pd]([P](C2C=CC=CC=2)(C2C=CC=CC=2)C2C=CC=CC=2)([P](C2C=CC=CC=2)(C2C=CC=CC=2)C2C=CC=CC=2)[P](C2C=CC=CC=2)(C2C=CC=CC=2)C2C=CC=CC=2)(C2C=CC=CC=2)C2C=CC=CC=2)=CC=1>[CH3:12][C:13]1[C:14]([C:2]2[CH:3]=[C:4]([CH:7]=[CH:8][C:9]=2[O:10][CH3:11])[CH:5]=[O:6])=[CH:15][C:16]2[C:17]([CH3:26])([CH3:25])[CH2:18][CH2:19][C:20]([CH3:24])([CH3:23])[C:21]=2[CH:22]=1 |f:2.3.4,^1:52,54,73,92|. Procedure details: A mixture of 3-bromo-4-methoxybenzaldehyde (19.0 g, 88.4 mmol), (3,5,5,8,8-pentamethyl-5,6,7,8-tetrahydronaphthalen-2-yl) boronic acid (23.8 g, 97.2 mmol) and potassium carbonate (48.8 g, 353.6 mmol) in 1,2-dimethoxyethane (500 mL) and water (40 mL) was degassed with argon for 60 minutes. Tetrakis(triphenylphosphine)palladium(0) (5.0 g, 4.3 mmol) was added and the mixture heated at reflux under argon for 16 hours. The solution was cooled to room temperature, diluted with ethyl acetate (200 mL) a... Isolated yield 90.1%. The reagents and catalysts are C=1C=CC(=CC1)[P](C=2C=CC=CC2)(C=3C=CC=CC3)[Pd]([P](C=4C=CC=CC4)(C=5C=CC=CC5)C=6C=CC=CC6)([P](C=7C=CC=CC7)(C=8C=CC=CC8)C=9C=CC=CC9)[P](C=1C=CC=CC1)(C=1C=CC=CC1)C=1C=CC=CC1 (Tetrakis(triphenylphosphine)palladium(0)). Reactants: BrC=1C=C(C=O)C=CC1OC (3-bromo-4-methoxybenzaldehyde), CC=1C(=CC=2C(CCC(C2C1)(C)C)(C)C)B(O)O ((3,5,5,8,8-pentamethyl-5,6,7,8-tetrahydronaphthalen-2-yl) boronic acid), C([O-])([O-])=O.[K+].[K+] (potassium carbonate). Starting materials: ClC=1C=C(OC2=C(C(=O)O)C=CC=N2)C=CC1 (2-(3-chlorophenoxy) nicotinic acid), S(=O)(Cl)Cl (thionyl chloride). Reagents/catalysts: Cl.C(C)N(CC)CC (triethylamine hydrochloride). Run in C(Cl)(Cl)Cl (chloroform). Yields the product ClC=1C=C(OC2=C(C(=O)Cl)C=CC=N2)C=CC1 (2-(3-chlorophenoxy)nicotinoyl chloride). Isolated yield 97.8%. RXN SMILES: [Cl:1][C:2]1[CH:3]=[C:4]([CH:15]=[CH:16][CH:17]=1)[O:5][C:6]1[N:14]=[CH:13][CH:12]=[CH:11][C:7]=1[C:8](O)=[O:9].S(Cl)([Cl:20])=O>Cl.C(N(CC)CC)C.C(Cl)(Cl)Cl>[Cl:1][C:2]1[CH:3]=[C:4]([CH:15]=[CH:16][CH:17]=1)[O:5][C:6]1[N:14]=[CH:13][CH:12]=[CH:11][C:7]=1[C:8]([Cl:20])=[O:9] |f:2.3|. Procedure details: In the same manner as in Example 1(b) the 22.1 grams of 2-(3-chlorophenoxy) nicotinic acid was combined with 13.0 grams (0.1 mole) thionyl chloride, 0.5 grams triethylamine hydrochloride and 200 milliliters chloroform to produce 23.2 grams (98.3% of theoretical yield) of 2-(3-chlorophenoxy)nicotinoyl chloride, m.p. 72°-74° C. Yields the product C#CCOC(=O)N(I)CC(=O)OC(I)C#C. Reactants: ClCCl, C1COCCO1, CCN=C=NCCCN(C)C, CN(C)c1ccncc1, Cl, C#CC(O)I, C#CCOC(=O)N(I)CC(=O)O. RXN SMILES: [CH2:30]([Cl:31])[Cl:32].[CH2:33]1[O:34][CH2:35][CH2:36][O:37][CH2:38]1.[CH3:19][N:20]([CH2:21][CH2:22][CH2:23][N:24]=[C:25]=[N:26][CH2:27][CH3:28])[CH3:29].[CH3:39][N:40]([CH3:41])[c:42]1[cH:43][cH:44][n:45][cH:46][cH:47]1.[ClH:18].[I:13][CH:14]([C:15]#[CH:16])[OH:17].[I:1][N:2]([CH2:3][C:4](=[O:5])[OH:6])[C:7](=[O:8])[O:9][CH2:10][C:11]#[CH:12]>>[I:1][N:2]([CH2:3][C:4]([O:5][CH:14]([I:13])[C:15]#[CH:16])=[O:6])[C:7](=[O:8])[O:9][CH2:10][C:11]#[CH:12]. Starting materials: CCSc1nc2ccccc2c(=O)n1Cc1ccc(-c2ccccc2-c2nnnn2C(c2ccccc2)(c2ccccc2)c2ccccc2)cc1, CC[O-], CCO, [Na+]. The product is CCOc1nc2ccccc2c(=O)n1Cc1ccc(-c2ccccc2-c2nnnn2C(c2ccccc2)(c2ccccc2)c2ccccc2)cc1. As a reaction SMILES: [CH2:1]([S:2][c:4]1[n:5][c:6]2[cH:7][cH:8][cH:9][cH:10][c:11]2[c:12](=[O:51])[n:13]1[CH2:14][c:15]1[cH:16][cH:17][c:18](-[c:21]2[c:22](-[c:27]3[n:28][n:29][n:30][n:31]3[C:32]([c:33]3[cH:34][cH:35][cH:36][cH:37][cH:38]3)([c:39]3[cH:40][cH:41][cH:42][cH:43][cH:44]3)[c:45]3[cH:46][cH:47][cH:48][cH:49][cH:50]3)[cH:23][cH:24][cH:25][cH:26]2)[cH:19][cH:20]1)[CH3:3].[CH3:53][CH2:54][O-:55].[CH3:56][CH2:57][OH:58].[Na+:52]>>[c:4]1([O:55][CH2:54][CH3:53])[n:5][c:6]2[cH:7][cH:8][cH:9][cH:10][c:11]2[c:12](=[O:51])[n:13]1[CH2:14][c:15]1[cH:16][cH:17][c:18](-[c:21]2[c:22](-[c:27]3[n:28][n:29][n:30][n:31]3[C:32]([c:33]3[cH:34][cH:35][cH:36][cH:37][cH:38]3)([c:39]3[cH:40][cH:41][cH:42][cH:43][cH:44]3)[c:45]3[cH:46][cH:47][cH:48][cH:49][cH:50]3)[cH:23][cH:24][cH:25][cH:26]2)[cH:19][cH:20]1.